From a dataset of the Open Reaction Database (ORD), a public repository of structured organic reaction records. describe an organic reaction: reactants, conditions, products, and yield Starting materials: O=C([O-])[O-], O=[N+]([O-])c1ccc(Cl)cc1Sc1cccc2cnccc12, [K+], [K+], CN(C)C=O, c1c[nH]cn1. Product: O=[N+]([O-])c1ccc(-n2ccnc2)cc1Sc1cccc2cnccc12. As a reaction SMILES: [C:22](=[O:23])([O-:24])[O-:25].[Cl:1][c:2]1[cH:3][cH:4][c:5]([N+:19](=[O:20])[O-:21])[c:6]([S:8][c:9]2[c:10]3[cH:11][cH:12][n:13][cH:14][c:15]3[cH:16][cH:17][cH:18]2)[cH:7]1.[K+:26].[K+:27].[O:33]=[CH:34][N:35]([CH3:36])[CH3:37].[nH:28]1[cH:29][n:30][cH:31][cH:32]1>>[c:2]1(-[n:28]2[cH:29][n:30][cH:31][cH:32]2)[cH:3][cH:4][c:5]([N+:19](=[O:20])[O-:21])[c:6]([S:8][c:9]2[c:10]3[cH:11][cH:12][n:13][cH:14][c:15]3[cH:16][cH:17][cH:18]2)[cH:7]1. The reactants are [H-].[Na+] (NaH), solution f, CC1=C(C(=CC=C1)C)CCO (2,6-dimethylbenzenethanol), BrCCCCCCBr (1,6-dibromohexane), O (H2O). The solvent is C1CCOC1 (THF). Yields the product BrCCCCCCOCCC1=C(C=CC=C1C)C (2-[2-[(6-Bromohexyl)oxy]ethyl]-1,3-dimethylbenzene). The yield is 52.7%. RXN SMILES: [H-].[Na+].[CH3:3][C:4]1[CH:9]=[CH:8][CH:7]=[C:6]([CH3:10])[C:5]=1[CH2:11][CH2:12][OH:13].[Br:14][CH2:15][CH2:16][CH2:17][CH2:18][CH2:19][CH2:20]Br.O>C1COCC1>[Br:14][CH2:15][CH2:16][CH2:17][CH2:18][CH2:19][CH2:20][O:13][CH2:12][CH2:11][C:5]1[C:6]([CH3:10])=[CH:7][CH:8]=[CH:9][C:4]=1[CH3:3] |f:0.1|. Reported procedure: NaH (46% dispersion in oil; 4.2 g) was added portionwise to a solution f 2,6-dimethylbenzenethanol (6.0 g) and 1,6-dibromohexane (19.52 g) in THF (50 ml) under nitrogen. The mixture was refluxed for 18 h and treated cautiously with H2O (20 ml). The resulting emulsion was extracted with ER (3×100 ml) and the dried extract was evaporated to leave a yellow oil. Excess 1,6-dibromohexane was removed under reduced pressure and the residue was purified on a column of silica (300 ml) [B] to give the tit... Starting materials: C(C)(C)C1=C(C(=CC(=C1)C(C)C)C(C)C)S(=O)(=O)NN=C(CCN(C)C)C1=CC=CC=C1 (β-dimethylaminopropiophenone 2,4,6-triisopropylbenzenesulphonylhydrazone), powder, C(C=1C(=CC=CC1)OC)=O (o-anisaldehyde). The product is C1(CCCCC1)C(C(=CCN(C)C)C1=CC=CC=C1)O (1-cyclohexyl-4-dimethylamino-2-phenyl-2-buten-1-ol). The yield is 60.3%. RXN SMILES: C(C1C=C(C(C)C)C=C(C(C)C)C=1S(NN=[C:21]([C:27]1[CH:32]=[CH:31][CH:30]=[CH:29][CH:28]=1)[CH2:22][CH2:23][N:24]([CH3:26])[CH3:25])(=O)=O)(C)C.[CH:33](=[O:42])[C:34]1[C:35](OC)=[CH:36][CH:37]=[CH:38][CH:39]=1>>[CH:34]1([CH:33]([OH:42])[C:21]([C:27]2[CH:28]=[CH:29][CH:30]=[CH:31][CH:32]=2)=[CH:22][CH2:23][N:24]([CH3:25])[CH3:26])[CH2:35][CH2:36][CH2:37][CH2:38][CH2:39]1. Reported procedure: By using a method similar to that described in Example 22, but starting from β-dimethylaminopropiophenone 2,4,6-triisopropylbenzenesulphonylhydrazone (20 g) and from o-anisaldehyde (6.5 g), 4-dimethylamino-1-(2-methoxyphenyl)-2-phenyl-2-buten-1-ol (Z) (7.2 g) is obtained in the form of a white powder melting at 77° C. after recrystallisation from a mixture (85 cc) of petroleum ether and isopropyl ether (70/30 by volume). The reactants are C=CCc1cccc(CC=C)c1O, CO, ClCc1ccccc1, [Na+], [OH-]. Yields the product C=CCc1cccc(CC=C)c1OCc1ccccc1. As a reaction SMILES: [CH2:1]([CH:2]=[CH2:3])[c:4]1[c:5]([OH:13])[c:6]([CH2:10][CH:11]=[CH2:12])[cH:7][cH:8][cH:9]1.[CH3:24][OH:25].[Cl:16][CH2:17][c:18]1[cH:19][cH:20][cH:21][cH:22][cH:23]1.[Na+:15].[OH-:14]>>[CH2:1]([CH:2]=[CH2:3])[c:4]1[c:5]([O:13][CH2:17][c:18]2[cH:19][cH:20][cH:21][cH:22][cH:23]2)[c:6]([CH2:10][CH:11]=[CH2:12])[cH:7][cH:8][cH:9]1.